This data is from the Open Reaction Database (ORD), a public repository of structured organic reaction records. The task is: describe an organic reaction: reactants, conditions, products, and yield Reactants: O=C([O-])[O-], CC1CCCC(C)N1, CS(C)=O, COC(=O)c1ccc(-c2cc(OC)ccc2F)c(CCl)c1, [Cs+], [Cs+]. Product: COC(=O)c1ccc(-c2cc(OC)ccc2F)c(CN2C(C)CCCC2C)c1. RXN SMILES: [C:30](=[O:31])([O-:32])[O-:33].[CH3:22][CH:23]1[NH:24][CH:25]([CH3:29])[CH2:26][CH2:27][CH2:28]1.[CH3:36][S:37]([CH3:38])=[O:39].[Cl:1][CH2:2][c:3]1[c:4](-[c:13]2[c:14]([F:21])[cH:15][cH:16][c:17]([O:19][CH3:20])[cH:18]2)[cH:5][cH:6][c:7]([C:9](=[O:10])[O:11][CH3:12])[cH:8]1.[Cs+:34].[Cs+:35]>>[CH2:2]([c:3]1[c:4](-[c:13]2[c:14]([F:21])[cH:15][cH:16][c:17]([O:19][CH3:20])[cH:18]2)[cH:5][cH:6][c:7]([C:9](=[O:10])[O:11][CH3:12])[cH:8]1)[N:24]1[CH:23]([CH3:22])[CH2:28][CH2:27][CH2:26][CH:25]1[CH3:29].